From a dataset of the Open Reaction Database (ORD), a public repository of structured organic reaction records. describe an organic reaction: reactants, conditions, products, and yield The reactants are C(C1=CC=CC=C1)OC=1C(=C2CCC(OC2=C(C1C)C)(CCO)C)C (rac.-6-benzyloxy-2,5,7,8-tetramethylchroman-2-ethanol), C1(=CC=C(C=C1)S(=O)(=O)OCCC1(OC2=C(C(=C(C(=C2CC1)C)OCC1=CC=CC=C1)C)C)C)C (rac.-6-benzyloxy-2,5,7,8-tetramethylchroman-2-ethanol p-toluenesulfonate). Procedure: Using the procedure of Example 8, rac.-6-benzyloxy-2,5,7,8-tetramethylchroman-2-ethanol was converted into rac.-6-benzyloxy-2,5,7,8-tetramethylchroman-2-ethanol p-toluenesulfonate which was obtained in essentially quantitative yield as a pale-pink glass. Reaction SMILES: [CH2:1]([O:8][C:9]1[C:10]([CH3:25])=[C:11]2[C:16](=[C:17]([CH3:20])[C:18]=1[CH3:19])[O:15][C:14]([CH3:24])([CH2:21][CH2:22][OH:23])[CH2:13][CH2:12]2)[C:2]1[CH:7]=[CH:6][CH:5]=[CH:4][CH:3]=1.[C:26]1([CH3:60])[CH:31]=[CH:30][C:29]([S:32]([O:35]CCC2(C)CCC3C(=C(C)C(C)=C(OCC4C=CC=CC=4)C=3C)O2)(=[O:34])=[O:33])=[CH:28][CH:27]=1>>[CH2:1]([O:8][C:9]1[C:10]([CH3:25])=[C:11]2[C:16](=[C:17]([CH3:20])[C:18]=1[CH3:19])[O:15][C:14]([CH3:24])([CH2:21][CH2:22][OH:23])[CH2:13][CH2:12]2)[C:2]1[CH:7]=[CH:6][CH:5]=[CH:4][CH:3]=1.[CH3:60][C:26]1[CH:31]=[CH:30][C:29]([S:32]([OH:35])(=[O:34])=[O:33])=[CH:28][CH:27]=1 |f:2.3|. Product: C(C1=CC=CC=C1)OC=1C(=C2CCC(OC2=C(C1C)C)(CCO)C)C.CC=1C=CC(=CC1)S(=O)(=O)O (rac.-6-Benzyloxy-2,5,7,8-tetramethylchroman-2-ethanol p-toluenesulfonate). Reactants: O[Li].O (LiOH.H2O), O=C1N(CCC1)C=1OC(=C(N1)C(F)(F)F)C(=O)OCC (ethyl 2-(2-oxopyrrolidin-1-yl)-4-(trifluoromethyl)oxazole-5-carboxylate), Cl (HCl). Run in CCOC(=O)C.O (EtOAc H2O), C1CCOC1.CO.O (THF CH3OH H2O). Conditions: time 8 hour. The product is O=C1N(CCC1)C=1OC(=C(N1)C(F)(F)F)C(=O)O (2-(2-oxopyrrolidin-1-yl)-4-(trifluoromethyl)oxazole-5-carboxylic acid). Isolated yield 94.6%. RXN SMILES: O[Li].O.[O:4]=[C:5]1[CH2:9][CH2:8][CH2:7][N:6]1[C:10]1[O:11][C:12]([C:19]([O:21]CC)=[O:20])=[C:13]([C:15]([F:18])([F:17])[F:16])[N:14]=1.Cl>C1COCC1.CO.O.CCOC(C)=O.O>[O:4]=[C:5]1[CH2:9][CH2:8][CH2:7][N:6]1[C:10]1[O:11][C:12]([C:19]([OH:21])=[O:20])=[C:13]([C:15]([F:18])([F:17])[F:16])[N:14]=1 |f:0.1,4.5.6,7.8|. Procedure: LiOH.H2O (0.096 g, 2.28 mmol) was added to a solution of ethyl 2-(2-oxopyrrolidin-1-yl)-4-(trifluoromethyl)oxazole-5-carboxylate (A-30) (0.140 g, 0.48 mmol) in THF/CH3OH/H2O (2/2/0.5 mL) at RT followed by stirring overnight. The reaction mixture was diluted with EtOAc/H2O (25/25 mL) and neutralized with 2.5 mL of 1 M HCl. The organic phase was separated, dried over MgSO4, filtered, and concentrated. The residue was dried in vacuo to yield 2-(2-oxopyrrolidin-1-yl)-4-(trifluoromethyl)oxazole-5-car... Reactants: CCO, COc1cc([N+](=O)[O-])ccc1S(=O)(=O)n1c(=O)n(C2CCCCC2)c2cc(Cl)ccc21, [Ni]. Product: COc1cc(N)ccc1S(=O)(=O)n1c(=O)n(C2CCCCC2)c2cc(Cl)ccc21. RXN SMILES: [CH3:33][CH2:34][OH:35].[Cl:1][c:2]1[cH:3][c:4]2[c:5]([n:6]([S:16](=[O:17])(=[O:18])[c:19]3[c:20]([O:28][CH3:29])[cH:21][c:22]([N+:25]([O-:26])=[O:27])[cH:23][cH:24]3)[c:7](=[O:15])[n:8]2[CH:9]2[CH2:10][CH2:11][CH2:12][CH2:13][CH2:14]2)[cH:30][cH:31]1.[Ni:32]>>[Cl:1][c:2]1[cH:3][c:4]2[c:5]([n:6]([S:16](=[O:17])(=[O:18])[c:19]3[c:20]([O:28][CH3:29])[cH:21][c:22]([NH2:25])[cH:23][cH:24]3)[c:7](=[O:15])[n:8]2[CH:9]2[CH2:10][CH2:11][CH2:12][CH2:13][CH2:14]2)[cH:30][cH:31]1. Reactants: C(C)(C)(C)OC(NC1=C(C=C(C(=C1)N(C)C)Cl)NC(CC(C1=CC(=CC=C1)N1N=NC=C1)=O)=O)=O ({4-chloro-5-dimethylamino-2-[3-oxo-3-(3-[1,2,3]triazol-1-yl-phenyl)-propionylamino]-phenyl}-carbamic acid tert.-butyl ester), C(=O)(C(F)(F)F)O (TFA). The solvent is C(Cl)Cl (CH2Cl2). Yields the product ClC=1C(=CC2=C(NC(CC(=N2)C2=CC(=CC=C2)N2N=NC=C2)=O)C1)N(C)C (8-Chloro-7-dimethylamino-4-(3-[1,2,3]triazol-1-yl-phenyl)-1,3-dihydro-benzo[b][1,4]diazepin-2-one), solid. RXN SMILES: C(OC(=O)[NH:7][C:8]1[CH:13]=[C:12]([N:14]([CH3:16])[CH3:15])[C:11]([Cl:17])=[CH:10][C:9]=1[NH:18][C:19](=[O:34])[CH2:20][C:21](=O)[C:22]1[CH:27]=[CH:26][CH:25]=[C:24]([N:28]2[CH:32]=[CH:31][N:30]=[N:29]2)[CH:23]=1)(C)(C)C.C(O)(C(F)(F)F)=O>C(Cl)Cl>[Cl:17][C:11]1[C:12]([N:14]([CH3:16])[CH3:15])=[CH:13][C:8]2[N:7]=[C:21]([C:22]3[CH:27]=[CH:26][CH:25]=[C:24]([N:28]4[CH:32]=[CH:31][N:30]=[N:29]4)[CH:23]=3)[CH2:20][C:19](=[O:34])[NH:18][C:9]=2[CH:10]=1. Procedure details: The title compound was prepared from {4-chloro-5-dimethylamino-2-[3-oxo-3-(3-[1,2,3]triazol-1-yl-phenyl)-propionylamino]-phenyl}-carbamic acid tert.-butyl ester (Example M2) by treatment with TFA in CH2Cl2 according to the general procedure N. Obtained as a light yellow solid (87 mg). Reactants: CN(C=O)C (N,N-dimethylformamide), C1(=CC=C(C=C1)CN1C(=NC2=C1C=C(C=C2)CCl)C)C2=CC=CC=C2 (1-(biphenyl-4-ylmethyl)-6-chloromethyl-2-methylbenzimidazole), C([O-])([O-])=O.[K+].[K+] (potassium carbonate), NCC1=NC=CC=C1 (2-aminomethylpyridine). Run in C(C)(=O)OCC (ethyl acetate), O (Water). Run at temperature 60 celsius, time 2 hour. Yields the product C1(=CC=C(C=C1)CN1C(=NC2=C1C=C(C=C2)CNCC2=NC=CC=C2)C)C2=CC=CC=C2 (1-(biphenyl4-ylmethyl)-2-methyl-6-[(2-pyridylmethyl) aminomethyl]benzimidazole). Isolated yield 41.6%. As a reaction SMILES: CN(C)C=O.[C:6]1([C:25]2[CH:30]=[CH:29][CH:28]=[CH:27][CH:26]=2)[CH:11]=[CH:10][C:9]([CH2:12][N:13]2[C:17]3[CH:18]=[C:19]([CH2:22]Cl)[CH:20]=[CH:21][C:16]=3[N:15]=[C:14]2[CH3:24])=[CH:8][CH:7]=1.C(=O)([O-])[O-].[K+].[K+].[NH2:37][CH2:38][C:39]1[CH:44]=[CH:43][CH:42]=[CH:41][N:40]=1>C(OCC)(=O)C.O>[C:6]1([C:25]2[CH:30]=[CH:29][CH:28]=[CH:27][CH:26]=2)[CH:11]=[CH:10][C:9]([CH2:12][N:13]2[C:17]3[CH:18]=[C:19]([CH2:22][NH:37][CH2:38][C:39]4[CH:44]=[CH:43][CH:42]=[CH:41][N:40]=4)[CH:20]=[CH:21][C:16]=3[N:15]=[C:14]2[CH3:24])=[CH:8][CH:7]=1 |f:2.3.4|. Procedure details: To an N,N-dimethylformamide (3 ml) solution of 1-(biphenyl-4-ylmethyl)-6-chloromethyl-2-methylbenzimidazole (0.597 g) and potassium carbonate (0.350 g), 2-aminomethylpyridine (0.372 g) is added and the solution is stirred for two hours at 60° C. Water and ethyl acetate are added and extraction is performed. An organic layer is washed with water (twice). The solvent is removed under reduced pressure and a residue is obtained. The residue is purified through silica gel column chromatography (eluat... Starting materials: COCOC=1C=CC(=[N+](C1)[O-])CC(C)(C)C (5-(Methoxymethoxy)-2-neopentylpyridine-N-oxide), C(C1=CC=CC=C1)(=O)Cl (benzoyl chloride), C[Si](C)(C)C#N ((trimethylsilyl)formonitrile), CCOC(=O)C.CCCCCC (EtOAc Hexane). Solvent: C(Cl)Cl (CH2Cl2). RXN SMILES: [CH3:1][O:2][CH2:3][O:4][C:5]1[CH:6]=[CH:7][C:8]([CH2:12][C:13]([CH3:16])([CH3:15])[CH3:14])=[N+:9]([O-])[CH:10]=1.C(Cl)(=O)C1C=CC=CC=1.C[Si]([C:30]#[N:31])(C)C.CCOC(C)=O.CCCCCC>C(Cl)Cl>[CH3:1][O:2][CH2:3][O:4][C:5]1[C:10]([C:30]#[N:31])=[N:9][C:8]([CH2:12][C:13]([CH3:16])([CH3:15])[CH3:14])=[CH:7][CH:6]=1 |f:3.4|. Conditions: time 4 hour. Yield: 73.6%. Yields the product COCOC=1C(=NC(=CC1)CC(C)(C)C)C#N (3-(methoxymethoxy)-6-neopentylpicolinonitrile). Procedure details: 5-(Methoxymethoxy)-2-neopentylpyridine-N-oxide (11.5 g, 51 mmol) was dissolved in CH2Cl2 (50 mL) to which benzoyl chloride (12 ml, 102 mmol) and (trimethylsilyl)formonitrile (14 ml, 102 mmol) were added. The mixture was stirred under N2 4 h, quenched with saturated NaHCO3 (150 mL), and extracted with CH2Cl2 (3×100 mL). The combined organic layers were washed with saturated NaHCO3 (2×50 mL), dried (MgSO4), and evaporated to give the crude product as a brown oil, which was purified by ISCO (330 g ... Starting materials: ethyl-60 -aminoisobutyrylglycinate hydrochloride, NC(C(=O)O)(C)C (α-aminoisobutyric acid), ice water, C(C)(=O)OC(C)=O (acetic anhydride). Solvent: C(=O)O (formic acid). Reaction conditions: time 2 hour. Yields the product C(=O)NC(C(=O)O)(C)C (N-formyl-α -aminoisobutyric acid). Reaction SMILES: [NH2:1][C:2]([CH3:7])([CH3:6])[C:3]([OH:5])=[O:4].[C:8](OC(=O)C)(=[O:10])C>C(O)=O>[CH:8]([NH:1][C:2]([CH3:7])([CH3:6])[C:3]([OH:5])=[O:4])=[O:10]. Procedure details: Preparation of ethyl-60 -aminoisobutyrylglycinate hydrochloride: To a solution of 10.3 gms (0.10 mol) of α-aminoisobutyric acid in 210 ml of 98% formic acid at 0° C, there was added dropwise with stirring 70 ml of acetic anhydride. After stirring at room temperature for 2 hr., 85 ml of ice water was added and the solution evaporated under reduced pressure to give an off-white solid. Recrystallization from absolute ethanol gave 11.2 g (0.085 mol), 85%, N-formyl-α -aminoisobutyric acid, mp 129.5°-... Reactants: CC(=O)OC(C)=O, C[Si](C)(C)c1cc(C(O)CCCc2ccccc2)co1, c1ccncc1. Yields the product CC(=O)OC(CCCc1ccccc1)c1coc([Si](C)(C)C)c1. RXN SMILES: [CH3:21][C:22](=[O:23])[O:24][C:25](=[O:26])[CH3:27].[OH:1][CH:2]([CH2:3][CH2:4][CH2:5][c:6]1[cH:7][cH:8][cH:9][cH:10][cH:11]1)[c:12]1[cH:13][c:14]([Si:17]([CH3:18])([CH3:19])[CH3:20])[o:15][cH:16]1.[cH:28]1[cH:29][cH:30][n:31][cH:32][cH:33]1>>[O:1]([CH:2]([CH2:3][CH2:4][CH2:5][c:6]1[cH:7][cH:8][cH:9][cH:10][cH:11]1)[c:12]1[cH:13][c:14]([Si:17]([CH3:18])([CH3:19])[CH3:20])[o:15][cH:16]1)[C:22]([CH3:21])=[O:23]. Reactants: Compound II, C(C)NC(NOCC(=O)O)=O (2-(3-ethylureidooxy)acetic acid), N[C@H](C(=O)N([C@H](C(OCC)OCC)C)CC=1C2=C(SC1)C=CC=C2)C ((S)-2-amino-N-(benzo[b]thiophen-3-ylmethyl)-N—((S)-1,1-diethoxypropan-2-yl)propanamide). Product: S1C2=C(C(=C1)CN(C([C@H](C)NC(CONC(=O)NCC)=O)=O)[C@H](C(OCC)OCC)C)C=CC=C2 (1-(2-((S)-1-((benzo[b]thiophen-3-ylmethyl)((S)-1,1-diethoxypropan-2-yl)amino)-1-oxopropan-2-ylamino)-2-oxoethoxy)-3-ethylurea). Reaction SMILES: [CH2:1]([NH:3][C:4](=[O:11])[NH:5][O:6][CH2:7][C:8]([OH:10])=O)[CH3:2].[NH2:12][C@@H:13]([CH3:36])[C:14]([N:16]([CH2:26][C:27]1[C:28]2[CH:35]=[CH:34][CH:33]=[CH:32][C:29]=2[S:30][CH:31]=1)[C@@H:17]([CH3:25])[CH:18]([O:22][CH2:23][CH3:24])[O:19][CH2:20][CH3:21])=[O:15]>>[S:30]1[CH:31]=[C:27]([CH2:26][N:16]([C@@H:17]([CH3:25])[CH:18]([O:22][CH2:23][CH3:24])[O:19][CH2:20][CH3:21])[C:14](=[O:15])[C@@H:13]([NH:12][C:8](=[O:10])[CH2:7][O:6][NH:5][C:4]([NH:3][CH2:1][CH3:2])=[O:11])[CH3:36])[C:28]2[CH:35]=[CH:34][CH:33]=[CH:32][C:29]1=2. Reported procedure: According to the procedure described in the synthesis method of Compound II-15, 2-(3-ethylureidooxy)acetic acid (Compound VI-13) 67 mg (0.41 mmol) was coupled with (S)-2-amino-N-(benzo[b]thiophen-3-ylmethyl)-N—((S)-1,1-diethoxypropan-2-yl)propanamide (Compound IV-12) 100 mg (0.27 mmol) to obtain the title compound. Starting materials: CCC(CC)CNCc1ccc(-c2cc(C(N)=O)c3[nH]cc(C4CCN(S(=O)(=O)CC)CC4)c3c2)s1, CC(C)(C)CCN, O=Cc1ccc(B(O)O)s1. Yields the product CC(C)(C)CCNCc1ccc(B(O)O)s1. Reaction SMILES: [CH2:1]([CH:2]([CH2:3][CH3:4])[CH2:5][NH:6][CH2:7][c:8]1[s:9][c:10](-[c:11]2[cH:12][c:13]3[c:14]([c:15]([C:16]([NH2:17])=[O:18])[cH:19]2)[nH:20][cH:21][c:22]3[CH:23]2[CH2:24][CH2:25][N:26]([S:27]([CH2:28][CH3:29])(=[O:30])=[O:31])[CH2:32][CH2:33]2)[cH:34][cH:35]1)[CH3:36].[CH3:47][C:48]([CH2:49][CH2:50][NH2:51])([CH3:52])[CH3:53].[CH:37](=[O:38])[c:39]1[cH:40][cH:41][c:42]([B:44]([OH:45])[OH:46])[s:43]1>>[CH2:37]([c:39]1[cH:40][cH:41][c:42]([B:44]([OH:45])[OH:46])[s:43]1)[NH:51][CH2:50][CH2:49][C:48]([CH3:47])([CH3:52])[CH3:53].